Dataset: the Open Reaction Database (ORD), a public repository of structured organic reaction records. Task: describe an organic reaction: reactants, conditions, products, and yield Reactants: [OH-].[Na+] (sodium hydroxide), COC(C1=C(C(=CC(=C1)C=1C=C2C(=NC1)N(C=C2C2=C(C=CC=C2)OC)S(=O)(=O)C2=CC=C(C=C2)C)Cl)O)=O (3-chloro-2-hydroxy-5-[3-(2-methoxy-phenyl)-1-(toluene-4-sulfonyl)-1H-pyrrolo[2,3-b]pyridin-5-yl]-benzoic acid methyl ester), Cl (hydrochloric acid). The solvent is C(C)O (ethanol). Conditions: time 15 hour. Product: ClC=1C(=C(C(=O)O)C=C(C1)C=1C=C2C(=NC1)NC=C2C2=C(C=CC=C2)OC)O (3-chloro-2-hydroxy-5-[3-(2-methoxy-phenyl)-1H-pyrrolo[2,3-b]pyridin-5-yl]-benzoic acid). Isolated yield 103.5%. As a reaction SMILES: C[O:2][C:3](=[O:39])[C:4]1[CH:9]=[C:8]([C:10]2[CH:11]=[C:12]3[C:18]([C:19]4[CH:24]=[CH:23][CH:22]=[CH:21][C:20]=4[O:25][CH3:26])=[CH:17][N:16](S(C4C=CC(C)=CC=4)(=O)=O)[C:13]3=[N:14][CH:15]=2)[CH:7]=[C:6]([Cl:37])[C:5]=1[OH:38].[OH-].[Na+].Cl>C(O)C>[Cl:37][C:6]1[C:5]([OH:38])=[C:4]([CH:9]=[C:8]([C:10]2[CH:11]=[C:12]3[C:18]([C:19]4[CH:24]=[CH:23][CH:22]=[CH:21][C:20]=4[O:25][CH3:26])=[CH:17][NH:16][C:13]3=[N:14][CH:15]=2)[CH:7]=1)[C:3]([OH:39])=[O:2] |f:1.2|. Procedure: 320 mg (0.57 mmol) of 3-chloro-2-hydroxy-5-[3-(2-methoxy-phenyl)-1-(toluene-4-sulfonyl)-1H-pyrrolo[2,3-b]pyridin-5-yl]-benzoic acid methyl ester was dissolved in 20 mL of hot ethanol. 5 mL (14 mmol) of 7 M aqueous sodium hydroxide was added and the mixture was left at ambient temperature for 15 h. The resulting solution was acidified to pH 1 by addition of concentrated aqueous hydrochloric acid. The resulting precipitate was filtered off and dried by suction to afford 232 mg (0.59 mmol, 103%) of... Starting materials: FC(C=1C=C(C=CC1)N=C=S)(F)F (3-(Trifluoromethyl)phenyl isothiocyanate), NCC1=C(C=CC=C1C)N (2-aminomethyl-3-methyl-phenylamine). Solvent: C(C)(=O)OCC (ethyl acetate), C(C)(=O)OCC (ethyl acetate). Run at temperature 80 celsius, time 8 hour. Yields the product NC1=C(CNC(=S)NC2=CC(=CC=C2)C(F)(F)F)C(=CC=C1)C (1-(2-Amino-6-methyl-benzyl)-3-(3-trifluoromethyl-phenyl)-thiourea). Yield: 13.4%. RXN SMILES: [F:1][C:2]([F:13])([F:12])[C:3]1[CH:4]=[C:5]([N:9]=[C:10]=[S:11])[CH:6]=[CH:7][CH:8]=1.[NH2:14][CH2:15][C:16]1[C:21]([CH3:22])=[CH:20][CH:19]=[CH:18][C:17]=1[NH2:23]>C(OCC)(=O)C>[NH2:23][C:17]1[CH:18]=[CH:19][CH:20]=[C:21]([CH3:22])[C:16]=1[CH2:15][NH:14][C:10]([NH:9][C:5]1[CH:6]=[CH:7][CH:8]=[C:3]([C:2]([F:12])([F:1])[F:13])[CH:4]=1)=[S:11]. Procedure details: 3-(Trifluoromethyl)phenyl isothiocyanate (224 mg, 1.10 mmol) was added to a solution of 2-aminomethyl-3-methyl-phenylamine (150 mg, 1.10 mmol) in ethyl acetate (3 ml); the reaction mixture was shaken at 80° C. overnight in a screw-cap vial. For workup, more ethyl acetate was added, the mixture was washed with water and brine, and dried (Na2SO4). After evaporation of the solvent under reduced pressure, the title compound (50 mg, 13%) was obtained by purification of the residue (silica gel, heptan... Reactants: OC=1C2=C(N=CN1)C(=CC=N2)C(=O)N (4-hydroxypyrido[3,2-d]pyrimidine-8-carboxamide), Cl.N[C@H](CN(S(=O)(=O)C1=CC=C(C=C1)[N+](=O)[O-])C)C1=CC(=C(C=C1)F)C(F)F (N—[(S)-2-Amino-2-(3-difluoromethyl-4-fluoro-phenyl)-ethyl]-N-methyl-4-nitro-benzenesulfonamide hydrochloride). Yields the product FC(C=1C=C(C=CC1F)[C@@H](CNC)NC=1C2=C(N=CN1)C(=CC=N2)C(=O)N)F (4-[(S)-1-(3-Difluoromethyl-4-fluoro-phenyl)-2-methylamino-ethylamino]-pyrido[3,2-d]pyrimidine-8-carboxylic acid amide). As a reaction SMILES: O[C:2]1[C:3]2[N:11]=[CH:10][CH:9]=[C:8]([C:12]([NH2:14])=[O:13])[C:4]=2[N:5]=[CH:6][N:7]=1.Cl.[NH2:16][C@@H:17]([C:33]1[CH:38]=[CH:37][C:36]([F:39])=[C:35]([CH:40]([F:42])[F:41])[CH:34]=1)[CH2:18][N:19]([CH3:32])S(C1C=CC([N+]([O-])=O)=CC=1)(=O)=O>>[F:42][CH:40]([F:41])[C:35]1[CH:34]=[C:33]([C@H:17]([NH:16][C:2]2[C:3]3[N:11]=[CH:10][CH:9]=[C:8]([C:12]([NH2:14])=[O:13])[C:4]=3[N:5]=[CH:6][N:7]=2)[CH2:18][NH:19][CH3:32])[CH:38]=[CH:37][C:36]=1[F:39] |f:1.2|. Reported procedure: Compound 51 was prepared following general synthesis scheme 7 wherein 4-hydroxypyrido[3,2-d]pyrimidine-8-carboxamide (G) was reacted with N—[(S)-2-Amino-2-(3-difluoromethyl-4-fluoro-phenyl)-ethyl]-N-methyl-4-nitro-benzenesulfonamide hydrochloride to give the title compound as a white solid. LC/MS [391 (M+H)]. Starting materials: CC(=O)N1CCN=C1Nc1cc(C)nn1Cc1ccccc1, CO, Cl. Yields the product Cl, Cc1cc(NC2=NCCN2)n(Cc2ccccc2)n1. RXN SMILES: [C:1](=[O:2])([CH3:3])[N:4]1[C:5]([NH:9][c:10]2[cH:11][c:12]([CH3:22])[n:13][n:14]2[CH2:15][c:16]2[cH:17][cH:18][cH:19][cH:20][cH:21]2)=[N:6][CH2:7][CH2:8]1.[CH3:24][OH:25].[ClH:23]>>[ClH:23].[N:4]1=[C:5]([NH:9][c:10]2[cH:11][c:12]([CH3:22])[n:13][n:14]2[CH2:15][c:16]2[cH:17][cH:18][cH:19][cH:20][cH:21]2)[NH:6][CH2:7][CH2:8]1. Starting materials: CO, O=CO, O=C(Nc1ccccc1-c1ccccc1)OC1CCN(Cc2ccccc2)CC1. Yields the product O=C(Nc1ccccc1-c1ccccc1)OC1CCNCC1. As a reaction SMILES: [CH3:33][OH:34].[CH:30]([OH:31])=[O:32].[c:1]1(-[c:24]2[cH:25][cH:26][cH:27][cH:28][cH:29]2)[c:2]([NH:7][C:8]([O:9][CH:10]2[CH2:11][CH2:12][N:13]([CH2:16][c:17]3[cH:18][cH:19][cH:20][cH:21][cH:22]3)[CH2:14][CH2:15]2)=[O:23])[cH:3][cH:4][cH:5][cH:6]1>>[c:1]1(-[c:24]2[cH:25][cH:26][cH:27][cH:28][cH:29]2)[c:2]([NH:7][C:8]([O:9][CH:10]2[CH2:11][CH2:12][NH:13][CH2:14][CH2:15]2)=[O:23])[cH:3][cH:4][cH:5][cH:6]1.